Dataset: the Open Reaction Database (ORD), a public repository of structured organic reaction records. Task: describe an organic reaction: reactants, conditions, products, and yield The reactants are Cc1ncc[nH]1, CC(C)(C)[O-], CN(C)C=O, N#Cc1ccc(OCCCCl)cc1, [K+], O. Product: Cc1nccn1CCCOc1ccc(C#N)cc1. As a reaction SMILES: [CH3:14][c:15]1[nH:16][cH:17][cH:18][n:19]1.[CH3:20][C:21]([CH3:22])([O-:23])[CH3:24].[CH3:27][N:28]([CH3:29])[CH:30]=[O:31].[Cl:1][CH2:2][CH2:3][CH2:4][O:5][c:6]1[cH:7][cH:8][c:9]([C:10]#[N:11])[cH:12][cH:13]1.[K+:25].[OH2:26]>>[CH2:2]([CH2:3][CH2:4][O:5][c:6]1[cH:7][cH:8][c:9]([C:10]#[N:11])[cH:12][cH:13]1)[n:16]1[c:15]([CH3:14])[n:19][cH:18][cH:17]1. The reactants are CC(Br)C(=O)c1ccccc1, O=C([O-])O, CC#N, O=C[O-], [Na+], [Na+], O=C=O, O. The product is CC(O)C(=O)c1ccccc1. As a reaction SMILES: [Br:6][CH:7]([C:8](=[O:9])[c:10]1[cH:11][cH:12][cH:13][cH:14][cH:15]1)[CH3:16].[C:1]([O-:2])(=[O:3])[OH:4].[CH3:24][C:25]#[N:26].[CH:17]([O-:18])=[O:19].[Na+:20].[Na+:5].[O:21]=[C:22]=[O:23].[OH2:27]>>[OH:2][CH:7]([C:8](=[O:9])[c:10]1[cH:11][cH:12][cH:13][cH:14][cH:15]1)[CH3:16]. Reactants: C(C1=CC=CC=C1)N(CC1=CC=CC=C1)[C@H](C=O)C ((S)-2-(N,N-Dibenzylamino)-propionaldehyde), BrCCCCCCCCCCCCCCCCCCC (1-bromononadecane). Yields the product C(C1=CC=CC=C1)N(CC1=CC=CC=C1)[C@@H](C)[C@@H](CCCCCCCCCCCCCCCCCCC)O ((2S,3R)-2-(N,N-Dibenzylamino)-3-docosanol), oil. Yield: 45.0%. Reaction SMILES: [CH2:1]([N:8]([C@@H:16]([CH3:19])[CH:17]=[O:18])[CH2:9][C:10]1[CH:15]=[CH:14][CH:13]=[CH:12][CH:11]=1)[C:2]1[CH:7]=[CH:6][CH:5]=[CH:4][CH:3]=1.Br[CH2:21][CH2:22][CH2:23][CH2:24][CH2:25][CH2:26][CH2:27][CH2:28][CH2:29][CH2:30][CH2:31][CH2:32][CH2:33][CH2:34][CH2:35][CH2:36][CH2:37][CH2:38][CH3:39]>>[CH2:9]([N:8]([C@H:16]([C@H:17]([OH:18])[CH2:39][CH2:38][CH2:37][CH2:36][CH2:35][CH2:34][CH2:33][CH2:32][CH2:31][CH2:30][CH2:29][CH2:28][CH2:27][CH2:26][CH2:25][CH2:24][CH2:23][CH2:22][CH3:21])[CH3:19])[CH2:1][C:2]1[CH:7]=[CH:6][CH:5]=[CH:4][CH:3]=1)[C:10]1[CH:15]=[CH:14][CH:13]=[CH:12][CH:11]=1. Procedure: According to the method of Example 26, from aldehyde 4 (380 mg, 1.50 mmol) and 1-bromononadecane (1.30 g, 3.75 mmol), alcohol 49 was obtained as a colorless oil (349 mg, 45% yield). Yield: 80.0%. Reagents/catalysts: C=1C=CC(=CC1)[P](C=2C=CC=CC2)(C=3C=CC=CC3)[Pd]([P](C=4C=CC=CC4)(C=5C=CC=CC5)C=6C=CC=CC6)([P](C=7C=CC=CC7)(C=8C=CC=CC8)C=9C=CC=CC9)[P](C=1C=CC=CC1)(C=1C=CC=CC1)C=1C=CC=CC1 (tetrakis(triphenylphosphine)palladium). The reactants are CC1=CC=C(C=C1)B(O)O (4-methylphenylboronic acid), C([O-])([O-])=O.[Na+].[Na+] (sodium carbonate), ClC1=NC=C(C=C1)[N+](=O)[O-] (2-Chloro-5-nitropyridine). RXN SMILES: Cl[C:2]1[CH:7]=[CH:6][C:5]([N+:8]([O-:10])=[O:9])=[CH:4][N:3]=1.[CH3:11][C:12]1[CH:17]=[CH:16][C:15](B(O)O)=[CH:14][CH:13]=1.C(=O)([O-])[O-].[Na+].[Na+]>C1C=CC([P]([Pd]([P](C2C=CC=CC=2)(C2C=CC=CC=2)C2C=CC=CC=2)([P](C2C=CC=CC=2)(C2C=CC=CC=2)C2C=CC=CC=2)[P](C2C=CC=CC=2)(C2C=CC=CC=2)C2C=CC=CC=2)(C2C=CC=CC=2)C2C=CC=CC=2)=CC=1.COCCOC>[N+:8]([C:5]1[CH:6]=[CH:7][C:2]([C:15]2[CH:16]=[CH:17][C:12]([CH3:11])=[CH:13][CH:14]=2)=[N:3][CH:4]=1)([O-:10])=[O:9] |f:2.3.4,^1:30,32,51,70|. The solvent is COCCOC (1,2-dimethoxyethan). Conditions: time 20 minute. Reported procedure: 2-Chloro-5-nitropyridine (5.0 g, 31.5 mmol) and tetrakis(triphenylphosphine)palladium (0.35 g, 0.3 mmol) were added to 1,2-dimethoxyethan (50 ml), then degassed and purged with nitrogen three times under reduced pressure. Under nitrogen atmosphere the mixture was stirred at room temperature for 20 minutes, 4-methylphenylboronic acid (4.29 g, 31.5 mmol) and 2M aqueous sodium carbonate (31.5 ml) were poured in, and the temperature was raised to 80° C. After the reaction at 80° C. for 3 hours, the ... The product is [N+](=O)([O-])C=1C=CC(=NC1)C1=CC=C(C=C1)C (5-Nitro-2-p-tolylpyridine). Reactants: [C-]#N.[Na+] (Sodium cyanide), BrC=1C=NC(=NC1)Cl (5-bromo-2-chloropyrimidine). Solvent: CN(C=O)C (dimethylformamide), O (water). Reaction conditions: time 18 hour. Product: BrC=1C=NC(=NC1)C#N (5-Bromo-2-pyrimidinecarbonitrile). Reaction SMILES: [C-:1]#[N:2].[Na+].[Br:4][C:5]1[CH:6]=[N:7][C:8](Cl)=[N:9][CH:10]=1>CN(C)C=O.O>[Br:4][C:5]1[CH:6]=[N:7][C:8]([C:1]#[N:2])=[N:9][CH:10]=1 |f:0.1|. Reported procedure: Sodium cyanide (2.30 g, 46.6 mmol) was dissolved in dimethylformamide (60 ml) and treated with 5-bromo-2-chloropyrimidine (6.0 g, 31.1 mmol). The resulting mixture was stirred at room temperature for 18 hours, diluted with water and extracted with dichloromethane. The dichloromethane extracts were combined, washed with water, dried (magnesium sulphate), filtered and concentrated in vacuo. The crude product was purified by column chromatography eluting with a mixture of ethyl acetate:hexane (1:4)... Run at time 8 hour. Run in C(Cl)Cl (methylene chloride). RXN SMILES: N1C=CC=CC=1.[CH3:7][S:8](Cl)(=[O:10])=[O:9].[C:12]([C:16]1[C:17](=[O:33])[CH2:18][CH:19]([C:23]2[C:28]([CH3:29])=[CH:27][C:26]([CH3:30])=[C:25]([NH2:31])[C:24]=2[CH3:32])[CH2:20][C:21]=1[OH:22])(=[O:15])[CH2:13][CH3:14]>C(Cl)Cl>[C:12]([C:16]1[C:17](=[O:33])[CH2:18][CH:19]([C:23]2[C:28]([CH3:29])=[CH:27][C:26]([CH3:30])=[C:25]([NH:31][S:8]([CH3:7])(=[O:10])=[O:9])[C:24]=2[CH3:32])[CH2:20][C:21]=1[OH:22])(=[O:15])[CH2:13][CH3:14]. Yields the product C(CC)(=O)C=1C(CC(CC1O)C1=C(C(=C(C=C1C)C)NS(=O)(=O)C)C)=O (2-propionyl-3-hydroxy- 5-(3-methylsulphonamido-2,4,6-trimethylphenyl)cyclohex-2-en-1-one), solid. Reactants: N1=CC=CC=C1 (Pyridine), CS(=O)(=O)Cl (methane sulfonyl chloride), C(CC)(=O)C=1C(CC(CC1O)C1=C(C(=C(C=C1C)C)N)C)=O (2-propionyl-3-hydroxy-5-(3-amino-2,4,6-trimethylphenyl)cyclohex-2-en-1-one). Isolated yield 50.0%. Reported procedure: Pyridine (0.53 ml, 6.6 mmol) followed by methane sulfonyl chloride (0.52 ml, 6.6 mmol) was added to a stirred solution of 2-propionyl-3-hydroxy-5-(3-amino-2,4,6-trimethylphenyl)cyclohex-2-en-1-one (1.0 g, 3.3 mmol)in methylene chloride (10 ml). Stirring was continued at 20° for 8 hr. The organic layer was washed with water, dilute hydrochloric acid and further water, dried over anhydrous magnesium sulfate and concentrated under reduced pressure to yield the crude product. The crude material was ...